Task: describe an organic reaction: reactants, conditions, products, and yield. Dataset: the Open Reaction Database (ORD), a public repository of structured organic reaction records Reactants: CC(C)(C)OC(=O)N1CCC(NS(=O)(=O)c2ccc(C(=O)O)c3c2CCCC3)CC1, CCN=C=NCCCN(C)C, ClCCl, Cl, NC1CCCCC1. The product is CN(C)CCCNC(=O)c1ccc(S(=O)(=O)NC2CCN(C(=O)OC(C)(C)C)CC2)c2c1CCCC2. RXN SMILES: [C:1]([CH3:2])([CH3:3])([CH3:4])[O:5][C:6](=[O:7])[N:8]1[CH2:9][CH2:10][CH:11]([NH:14][S:15](=[O:16])(=[O:17])[c:18]2[cH:19][cH:20][c:21]([C:28](=[O:29])[OH:30])[c:22]3[c:27]2[CH2:26][CH2:25][CH2:24][CH2:23]3)[CH2:12][CH2:13]1.[CH3:32][N:33]([CH2:34][CH2:35][CH2:36][N:37]=[C:38]=[N:39][CH2:40][CH3:41])[CH3:42].[Cl:50][CH2:51][Cl:52].[ClH:31].[NH2:43][CH:44]1[CH2:45][CH2:46][CH2:47][CH2:48][CH2:49]1>>[C:1]([CH3:2])([CH3:3])([CH3:4])[O:5][C:6](=[O:7])[N:8]1[CH2:9][CH2:10][CH:11]([NH:14][S:15](=[O:16])(=[O:17])[c:18]2[cH:19][cH:20][c:21]([C:28](=[O:29])[NH:37][CH2:36][CH2:35][CH2:34][N:33]([CH3:32])[CH3:42])[c:22]3[c:27]2[CH2:26][CH2:25][CH2:24][CH2:23]3)[CH2:12][CH2:13]1. Starting materials: [Na] (sodium), [N+](=O)([O-])C1=CC=C(CBr)C=C1 (4-nitrobenzyl bromide), [Na] (sodium), C(C)OC(C(C(=O)OCC)C)=O (methylmalonic acid diethyl ester), C[O-].[Na+] (sodium methanolate). Run in CO (methanol). Run at time 30 minute. Yields the product COC(C(C(=O)OC)(CC1=CC=C(C=C1)[N+](=O)[O-])C)=O (2-Methyl-2-(4-nitrobenzyl)-malonic acid dimethyl ester). RXN SMILES: [Na].[CH2:2]([O:4][C:5](=[O:13])[CH:6]([CH3:12])[C:7]([O:9][CH2:10]C)=[O:8])C.C[O-].[Na+].[N+:17]([C:20]1[CH:27]=[CH:26][C:23]([CH2:24]Br)=[CH:22][CH:21]=1)([O-:19])=[O:18]>CO>[CH3:2][O:4][C:5](=[O:13])[C:6]([CH3:12])([CH2:24][C:23]1[CH:26]=[CH:27][C:20]([N+:17]([O-:19])=[O:18])=[CH:21][CH:22]=1)[C:7]([O:9][CH3:10])=[O:8] |f:2.3,^1:0|. Procedure: 11.5 g (0.5 mol) of sodium in a stream of nitrogen was placed in a dry 1000 ml three-necked flask with a reflux condenser, a drying tube and a dropping funnel with pressure compensation. Next, 350 ml of methanol was carefully added dropwise and agitated until the sodium had completely dissolved. A methanolic solution of 87 g (0.5 mol) methylmalonic acid diethyl ester was added very slowly dropwise to the sodium methanolate solution, which was still warm. At the end of the addition, the mixture w... The reactants are FC1=CC=C(C=C1)C1OCC2=CC(=CC=C12)C#N (1-(4′-fluorophenyl)-1,3-dihydroisobenzofuran-5-carbonitrile), CN1C(N(CC1)C)=O (1,3-dimethyl-2-imidazolidinone), [H-].[Na+] (Sodium hydride), CN(CCCCl)C (3-(dimethylamino)propyl chloride), ice water. The reagents and catalysts are [Br-].C(CCC)[N+](CCCC)(CCCC)CCCC (tetra n-butylammonium bromide). The solvent is C1CCOC1 (THF), C1CCOC1 (THF), COC(C)(C)C (t-butyl methyl ether). Conditions: time 10 minute. The product is CN(CCCC1(OCC2=CC(=CC=C12)C#N)C1=CC=C(C=C1)F)C (1-(3-(dimethylamino)propyl)-1-(4′-fluorophenyl)-1,3-dihydroisobenzofuran-5-carbonitrile). Isolated yield 79.1%. Reaction SMILES: [H-].[Na+].[F:3][C:4]1[CH:9]=[CH:8][C:7]([CH:10]2[C:18]3[C:13](=[CH:14][C:15]([C:19]#[N:20])=[CH:16][CH:17]=3)[CH2:12][O:11]2)=[CH:6][CH:5]=1.[CH3:21][N:22]([CH3:27])[CH2:23][CH2:24][CH2:25]Cl.CN1CCN(C)C1=O>C1COCC1.[Br-].C([N+](CCCC)(CCCC)CCCC)CCC.COC(C)(C)C>[CH3:21][N:22]([CH3:27])[CH2:23][CH2:24][CH2:25][C:10]1([C:7]2[CH:8]=[CH:9][C:4]([F:3])=[CH:5][CH:6]=2)[C:18]2[C:13](=[CH:14][C:15]([C:19]#[N:20])=[CH:16][CH:17]=2)[CH2:12][O:11]1 |f:0.1,6.7|. Procedure details: 60% Sodium hydride (0.96 g) was dispersed in THF (20 ml), and to this suspension was added dropwise a solution of 1-(4′-fluorophenyl)-1,3-dihydroisobenzofuran-5-carbonitrile (5.0 g) in THF (10 ml) at 40-50° C. under a nitrogen atmosphere. Thereto was added tetra n-butylammonium bromide (0.2 g), and a solution of 3-(dimethylamino)propyl chloride (3.4 g) in t-butyl methyl ether (18 ml) was added dropwise, which was followed by stirring for 10 min. Further, 1,3-dimethyl-2-imidazolidinone (26.1 g, 2... Reactants: BrCCCCCCBr, CCCCCCCCCCOc1cc(O)cc(OCCCCCCCCCC)c1, [K+], [K+], O=C([O-])[O-], O=C1CCCCC1. Product: CCCCCCCCCCOc1cc(OCCCCCCBr)cc(OCCCCCCCCCC)c1. Reaction SMILES: [Br:30][CH2:31][CH2:32][CH2:33][CH2:34][CH2:35][CH2:36][Br:37].[CH2:1]([CH2:2][CH2:3][CH2:4][CH2:5][CH2:6][CH2:7][CH2:8][CH2:9][CH3:10])[O:11][c:12]1[cH:13][c:14]([OH:29])[cH:15][c:16]([O:18][CH2:19][CH2:20][CH2:21][CH2:22][CH2:23][CH2:24][CH2:25][CH2:26][CH2:27][CH3:28])[cH:17]1.[K+:38].[K+:39].[O-:40][C:41]([O-:42])=[O:43].[O:44]=[C:45]1[CH2:46][CH2:47][CH2:48][CH2:49][CH2:50]1>>[CH2:1]([CH2:2][CH2:3][CH2:4][CH2:5][CH2:6][CH2:7][CH2:8][CH2:9][CH3:10])[O:11][c:12]1[cH:13][c:14]([O:29][CH2:36][CH2:35][CH2:34][CH2:33][CH2:32][CH2:31][Br:30])[cH:15][c:16]([O:18][CH2:19][CH2:20][CH2:21][CH2:22][CH2:23][CH2:24][CH2:25][CH2:26][CH2:27][CH3:28])[cH:17]1. Starting materials: B.O1CCCC1 (Borane tetrahydrofuran), C(C)C1C(N(CC(O1)C1=CC(=CC=C1)OC)CCC)=O (2-Ethyl-6-(3-methoxy-phenyl)-4-propyl-morpholin-3-one). The solvent is C1CCOC1 (THF). Conditions: temperature 85 celsius. Yields the product C(C)C1CN(CC(O1)C1=CC(=CC=C1)OC)CCC (2-Ethyl-6-(3-methoxy-phenyl)-4-propyl-morpholine). As a reaction SMILES: B.O1CCCC1.[CH2:7]([CH:9]1[O:14][CH:13]([C:15]2[CH:20]=[CH:19][CH:18]=[C:17]([O:21][CH3:22])[CH:16]=2)[CH2:12][N:11]([CH2:23][CH2:24][CH3:25])[C:10]1=O)[CH3:8]>C1COCC1>[CH2:7]([CH:9]1[O:14][CH:13]([C:15]2[CH:20]=[CH:19][CH:18]=[C:17]([O:21][CH3:22])[CH:16]=2)[CH2:12][N:11]([CH2:23][CH2:24][CH3:25])[CH2:10]1)[CH3:8] |f:0.1|. Procedure details: Borane-tetrahydrofuran complex (1M in THF) (3 mL, 3 mmol) was added dropwise to the product from example 45 (0.33 g, 1.18 mmol) in dry THF (4 mL) under an atmosphere of nitrogen. The reaction mixture was heated at 85° C. for 3 hours then cooled and quenched by the addition of methanol (1 mL). The reaction mixture was then concentrated in vacuo and the residue suspended in 6N HCl (aq) (110 mL) and heated to 60° C. for 1.5 hours. The reaction mixture was cooled and extracted with diethyl ether (2×... The reactants are C[Mg+], [Cl-], [Cl-], O=C(O)c1cnc(Cl)c(Cl)c1. Yields the product CC(=O)c1cnc(Cl)c(Cl)c1. As a reaction SMILES: [CH3:14][Mg+:15].[Cl-:13].[Cl-:1].[Cl:2][c:3]1[c:4]([Cl:12])[n:5][cH:6][c:7]([C:8](=[O:9])[OH:10])[cH:11]1>>[Cl:2][c:3]1[c:4]([Cl:12])[n:5][cH:6][c:7]([C:8](=[O:10])[CH3:14])[cH:11]1. The reactants are [N+](=O)([O-])C1=CN=C(N1C)C1=NN=C2N1N=C(C=C2)N=COCC (3-(5-nitro-1-methyl-2-imidazolyl)-6 -ethoxymethyleneamino-s-triazolo[4,3-b]pyridazine), C(O)CN (ethanolamine), [N+](=O)([O-])C1=CN=C(N1C)C1=NN=C2N1N=C(C=C2)N=CNCCO (3-(5-nitro-1-methyl-2-imidazolyl)-6 -(β-hydroxyethylaminomethyleneamino)-s-triazolo[4,3-b]pyridazine). Run in C(C)(C)O.O1CCOCC1 (isopropanol dioxan). Run at temperature 20 celsius, time 30 minute. Yields the product [N+](=O)([O-])C1=CN=C(N1C)C1=NN=C2N1N=C(C=C2)N=C(N)CCO (3-(5-Nitro-1-methyl-2-imidazolyl)-6 -(β-hydroxyethyl-aminomethyleneamino)-s-triazolo[ 4,3-b]pyridazine). As a reaction SMILES: [N+](C1N(C)C(C2N3N=C(N=C[O:21][CH2:22][CH3:23])C=CC3=NN=2)=NC=1)([O-])=O.C(CN)O.[N+:28]([C:31]1[N:35]([CH3:36])[C:34]([C:37]2[N:41]3[N:42]=[C:43]([N:46]=[CH:47][NH:48]CCO)[CH:44]=[CH:45][C:40]3=[N:39][N:38]=2)=[N:33][CH:32]=1)([O-:30])=[O:29]>C(O)(C)C.O1CCOCC1>[N+:28]([C:31]1[N:35]([CH3:36])[C:34]([C:37]2[N:41]3[N:42]=[C:43]([N:46]=[C:47]([CH2:23][CH2:22][OH:21])[NH2:48])[CH:44]=[CH:45][C:40]3=[N:39][N:38]=2)=[N:33][CH:32]=1)([O-:30])=[O:29] |f:3.4|. Procedure: 1.2 g. crude 3-(5-nitro-1-methyl-2-imidazolyl)-6 -ethoxymethyleneamino-s-triazolo[4,3-b]pyridazine was dissolved in 13 ml. isopropanol-dioxan mixture (7:3), 1 ml. ethanolamine was added thereto at 20° C., while stirring, and stirring was then continued for 30 minutes. The precipitated crystals were filtered off with suction, washed with isopropanol and water and dried for 2 hours at 120° C. in a vacuum. There was obtained 1.07 g. of the desired 3-(5-nitro-1-methyl-2-imidazolyl)-6 -(β-hydroxyethy... The reactants are C(C)(C)(C)C=1N=C(C2=C(N1)N(N=N2)CC)N2CC(CC2)(F)F (5-tert-Butyl-7-(3,3-difluoro-pyrrolidin-1-yl)-3-ethyl-3H-[1,2,3]triazolo[4,5-d]pyrimidine), C(C)(C)(C)C=1N=C(C2=C(N1)NN=N2)N2CC1(COC1)C2 (5-tert-Butyl-7-(2-oxa-6-aza-spiro[3.3]hept-6-yl)-3H-[1,2,3]triazolo[4,5-d]pyrimidine), ClCC1=NN=NN1C1CC1 (5-(chloromethyl)-1-cyclopropyl-1H-tetrazole). Product: C(C)(C)(C)C=1N=C(C2=C(N1)N(N=N2)CC2=NN=NN2C2CC2)N2CC1(COC1)C2 (5-tert-Butyl-3-(1-cyclopropyl-1H-tetrazol-5-ylmethyl)-7-(2-oxa-6-aza-spiro[3.3]hept-6-yl)-3H-[1,2,3]triazolo[4,5-d]pyrimidine). As a reaction SMILES: [C:1]([C:5]1N=C(N2CCC(F)(F)C2)[C:8]2[N:13]=[N:12][N:11](CC)[C:9]=2[N:10]=1)([CH3:4])(C)C.[C:23]([C:27]1[N:28]=[C:29]([N:36]2[CH2:42][C:38]3([CH2:41][O:40][CH2:39]3)[CH2:37]2)[C:30]2[N:35]=[N:34][NH:33][C:31]=2[N:32]=1)([CH3:26])([CH3:25])[CH3:24].ClCC1N(C2CC2)N=NN=1>>[C:23]([C:27]1[N:28]=[C:29]([N:36]2[CH2:37][C:38]3([CH2:39][O:40][CH2:41]3)[CH2:42]2)[C:30]2[N:35]=[N:34][N:33]([CH2:8][C:9]3[N:10]([CH:5]4[CH2:1][CH2:4]4)[N:13]=[N:12][N:11]=3)[C:31]=2[N:32]=1)([CH3:26])([CH3:24])[CH3:25]. Procedure details: In analogy to the procedure described for the synthesis of 5-tert-butyl-7-(3,3-difluoropyrrolidin-1-yl)-3-ethyl-3H-[1,2,3]triazolo[4,5-d]pyrimidine (example 61), the title compound was prepared from 5-tert-Butyl-7-(2-oxa-6-aza-spiro[3.3]hept-6-yl)-3H-[1,2,3]triazolo[4,5-d]pyrimidine and 5-(chloromethyl)-1-cyclopropyl-1H-tetrazole and isolated as white solid. MS (m/e): 397.3 (MH+). Reactants: B(Br)(Br)Br (boron tribromide), C(CCCCC)SCCC=1C=NN(C1)CCCCC1C(CCC2=CC(=CC=C12)OC)(C)C1=CC=C(C=C1)OC ((1RS,2RS)-1-{4-[4-(2-hexylthioethyl)-pyrazol-1-yl]butyl}-1,2,3,4-tetrahydro-6-methoxy-2-p-methoxyphenyl-2-methylnaphthalene), C([O-])(O)=O.[Na+] (sodium bicarbonate). The solvent is C(Cl)Cl (methylene chloride), C(Cl)Cl (methylene chloride). Reaction conditions: temperature -70 celsius. Yields the product C(CCCCC)SCCC=1C=NN(C1)CCCCC1C(CCC2=CC(=CC=C12)O)(C)C1=CC=C(C=C1)O ((1RS,2RS)-1-{4-[4-(2-hexylthioethyl)pyrazol-1-yl]butyl}-1,2,3,4-tetrahydro-2-p-hydroxyphenyl-2-methylnaphth-6-ol). As a reaction SMILES: B(Br)(Br)Br.[CH2:5]([S:11][CH2:12][CH2:13][C:14]1[CH:15]=[N:16][N:17]([CH2:19][CH2:20][CH2:21][CH2:22][CH:23]2[C:32]3[C:27](=[CH:28][C:29]([O:33]C)=[CH:30][CH:31]=3)[CH2:26][CH2:25][C:24]2([C:36]2[CH:41]=[CH:40][C:39]([O:42]C)=[CH:38][CH:37]=2)[CH3:35])[CH:18]=1)[CH2:6][CH2:7][CH2:8][CH2:9][CH3:10].C(=O)(O)[O-].[Na+]>C(Cl)Cl>[CH2:5]([S:11][CH2:12][CH2:13][C:14]1[CH:15]=[N:16][N:17]([CH2:19][CH2:20][CH2:21][CH2:22][CH:23]2[C:32]3[C:27](=[CH:28][C:29]([OH:33])=[CH:30][CH:31]=3)[CH2:26][CH2:25][C:24]2([C:36]2[CH:37]=[CH:38][C:39]([OH:42])=[CH:40][CH:41]=2)[CH3:35])[CH:18]=1)[CH2:6][CH2:7][CH2:8][CH2:9][CH3:10] |f:2.3|. Reported procedure: A solution of boron tribromide (0.4 g.) in methylene chloride (3 ml.) was added to a stirred solution of the (1RS,2RS)-1-{4-[4-(2-hexylthioethyl)-pyrazol-1-yl]butyl}-1,2,3,4-tetrahydro-6-methoxy-2-p-methoxyphenyl-2-methylnaphthalene thus obtained in methylene chloride (10 ml.) which was cooled to -70° C. under an atmosphere of argon and the mixture was allowed to warm up to laboratory temperature and was then poured into saturated aqueous sodium bicarbonate solution (20 ml.). The mixture was ext...